This data is from the Open Reaction Database (ORD), a public repository of structured organic reaction records. The task is: describe an organic reaction: reactants, conditions, products, and yield Reactants: CC1=NC(=CC(=C1C(=O)NC1=CC=CC=C1)OCCC)C (2,6-dimethyl-N-phenyl-4-propoxy-3-pyridinecarboxamide), ClC1=CC(=CC=C1)C(=O)OO (m-chloroperbenzoic acid), S(=O)(O)[O-].[Na+] (sodium hydrogen sulfite). The solvent is C(Cl)(Cl)Cl (chloroform). Product: CC1=[N+](C(=CC(=C1C(=O)NC1=CC=CC=C1)OCCC)C)[O-] (2,6-Dimethyl-N-phenyl-4-propoxy-3-pyridinecarboxamide 1-oxide). Isolated yield 91.2%. As a reaction SMILES: [CH3:1][C:2]1[C:7]([C:8]([NH:10][C:11]2[CH:16]=[CH:15][CH:14]=[CH:13][CH:12]=2)=[O:9])=[C:6]([O:17][CH2:18][CH2:19][CH3:20])[CH:5]=[C:4]([CH3:21])[N:3]=1.ClC1C=CC=C(C(OO)=[O:30])C=1.S([O-])(O)=O.[Na+]>C(Cl)(Cl)Cl>[CH3:1][C:2]1[C:7]([C:8]([NH:10][C:11]2[CH:12]=[CH:13][CH:14]=[CH:15][CH:16]=2)=[O:9])=[C:6]([O:17][CH2:18][CH2:19][CH3:20])[CH:5]=[C:4]([CH3:21])[N+:3]=1[O-:30] |f:2.3|. Procedure: Then a mixture of 1.42 g (5 m mol) of 2,6-dimethyl-N-phenyl-4-propoxy-3-pyridinecarboxamide obtained thus, 2.16 g (10 m mol) of a commercially available m-chloroperbenzoic acid (80% purity) and 40 ml of chloroform was stirred for 8 hours at room temperature. The reaction mixture was discharged to a separation funnel and after the addition of the 10% aqueous sodium hydrogen sulfite solution, was shaken. The separated oil phase was washed with aqueous saturated sodium hydrogen carbonate solution a... RXN SMILES: [CH2:1]([O:8][C:9]1[N:10]=[N:11][CH:12]=[C:13]2[C:17]([N+:18]([O-])=O)=[C:16]([CH3:21])[N:15]([CH2:22][CH:23]([CH3:25])[CH3:24])[C:14]=12)[C:2]1[CH:7]=[CH:6][CH:5]=[CH:4][CH:3]=1.S(S([O-])=O)([O-])=O.[Na+].[Na+].[C:34]([OH:41])(=[O:40])/[CH:35]=[CH:36]/[C:37]([OH:39])=[O:38]>CO.O>[C:34]([OH:41])(=[O:40])/[CH:35]=[CH:36]/[C:37]([OH:39])=[O:38].[NH2:18][C:17]1[C:13]2[C:14](=[C:9]([O:8][CH2:1][C:2]3[CH:3]=[CH:4][CH:5]=[CH:6][CH:7]=3)[N:10]=[N:11][CH:12]=2)[N:15]([CH2:22][CH:23]([CH3:24])[CH3:25])[C:16]=1[CH3:21] |f:1.2.3,7.8|. Yields the product C(\C=C\C(=O)O)(=O)O.NC1=C(N(C2=C(N=NC=C21)OCC2=CC=CC=C2)CC(C)C)C (3-Amino-7-benzyloxy-1-isobutyl-2-methylpyrrolo[2,3-d]pyridazine fumarate). Solvent: O (water), O (water), CO (methanol), CO (methanol). Starting materials: S(=O)([O-])S(=O)[O-].[Na+].[Na+] (sodium dithionite), C(\C=C\C(=O)O)(=O)O (fumaric acid), C(C1=CC=CC=C1)OC=1N=NC=C2C1N(C(=C2[N+](=O)[O-])C)CC(C)C (7-benzyloxy-1-isobutyl-2-methyl-3-nitropyrrolo [2,3-d]pyridazine). Reported procedure: A suspension of 1.0 g (2.94 mmol) of 7-benzyloxy-1-isobutyl-2-methyl-3-nitropyrrolo [2,3-d]pyridazine in 30 ml of methanol is treated with a solution of 2.6 g (14.6 mmol) of sodium dithionite in 30 ml of water and stirred at 70° C. for 30 min. After addition of 100 ml of water, the mixture is extracted with 3×100 ml of ethyl acetate. The organic extracts are washed with 200 ml of water, dried over magnesium sulfate and subsequently treated with a solution of 341 mg (2.94 mmol) of fumaric acid in... Reaction conditions: temperature 70 celsius, time 30 minute.